Task: describe an organic reaction: reactants, conditions, products, and yield. Dataset: the Open Reaction Database (ORD), a public repository of structured organic reaction records Starting materials: C(#C)C=1C(NC(N(C1)[C@H]1[C@@H](OC(C)=O)[C@H](OC(C)=O)[C@H](O1)COC(C)=O)=O)=O (5Ethynyl-1-(2',3',5'-tri-O-acetyl-β-D-arabinofuranosyl)uracil), N1N=CN=C1 (1,2,4-triazole). The solvent is N1=CC=CC=C1 (pyridine). Product: C(#C)C=1C(=NC(N(C1)[C@H]1[C@@H](OC(C)=O)[C@H](OC(C)=O)[C@H](O1)COC(C)=O)=O)N1N=CN=C1 (5-Ethynyl-1-(2,3,5-tri-O-acetyl-β-D-arabinofuranosyl)-4-(1,2,4-triazol-1-yl)pyrimidin-2(1H)-one). Isolated yield 65.9%. RXN SMILES: [C:1]([C:3]1[C:4](=O)[NH:5][C:6](=[O:27])[N:7]([C@@H:9]2[O:21][C@H:20]([CH2:22][O:23][C:24](=[O:26])[CH3:25])[C@@H:15]([O:16][C:17](=[O:19])[CH3:18])[C@@H:10]2[O:11][C:12](=[O:14])[CH3:13])[CH:8]=1)#[CH:2].[NH:29]1[CH:33]=[N:32][CH:31]=[N:30]1>N1C=CC=CC=1>[C:1]([C:3]1[C:4]([N:29]2[CH:33]=[N:32][CH:31]=[N:30]2)=[N:5][C:6](=[O:27])[N:7]([C@@H:9]2[O:21][C@H:20]([CH2:22][O:23][C:24](=[O:26])[CH3:25])[C@@H:15]([O:16][C:17](=[O:19])[CH3:18])[C@@H:10]2[O:11][C:12](=[O:14])[CH3:13])[CH:8]=1)#[CH:2]. Procedure details: 5Ethynyl-1-(2',3',5'-tri-O-acetyl-β-D-arabinofuranosyl)uracil from Example 5 (0.6 g, 1.5 mmol), 1,2,4-triazole (0.33 g, 4.8 mmol) and p-chlorophenylphosphodichloridate (0.8 ml, 4.8 ml) were stirred together in dry pyridine (20 ml) for 72 hr. The resulting dark solution was evaporated to dryness and the residue purified by column chromatography on silica eluting with ethylacetate/hexane (9:1) to give an apparently unsatable product (0.44 g) which was used in its crude from in the next stage of th... Starting materials: CC[SiH](CC)CC, O=C1c2ccc(O)cc2CCC1c1ccccc1, O=C(O)C(F)(F)F. Yields the product Oc1ccc2c(c1)CCC(c1ccccc1)C2. RXN SMILES: [CH2:19]([SiH:20]([CH2:21][CH3:22])[CH2:23][CH3:24])[CH3:25].[OH:1][c:2]1[cH:3][c:4]2[c:9]([cH:10][cH:11]1)[C:8](=[O:12])[CH:7]([c:13]1[cH:14][cH:15][cH:16][cH:17][cH:18]1)[CH2:6][CH2:5]2.[OH:26][C:27]([C:28]([F:29])([F:30])[F:31])=[O:32]>>[OH:1][c:2]1[cH:3][c:4]2[c:9]([cH:10][cH:11]1)[CH2:8][CH:7]([c:13]1[cH:14][cH:15][cH:16][cH:17][cH:18]1)[CH2:6][CH2:5]2. Starting materials: ClC1=CC(=NC=N1)C(=O)N1CCC2=CC(=CC=C12)F ((6-chloro-pyrimidin-4-yl)-(5-fluoro-2,3-dihydro-indol-1-yl)-methanone), Cl.N1C(OC2(C3=C1N=CC=C3)CCNCC2)=O (spiro[piperidine-4,4′-pyrido[2,3-d][1,3]oxazin]-2′(1′H)-one-hydrochloride), CCN(C(C)C)C(C)C (DIPEA). Run in CN(C)C=O (DMF). Run at time 8 hour. The product is FC=1C=C2CCN(C2=CC1)C(=O)C1=CC(=NC=N1)N1CCC2(C3=C(NC(O2)=O)N=CC=C3)CC1 (1-(6-(5-fluoroindoline-1-carbonyl)pyrimidin-4-yl)spiro[piperidine-4,4′-pyrido[2,3-d][1,3]oxazin]-2′(1′H)-one). Reaction SMILES: Cl[C:2]1[N:7]=[CH:6][N:5]=[C:4]([C:8]([N:10]2[C:18]3[C:13](=[CH:14][C:15]([F:19])=[CH:16][CH:17]=3)[CH2:12][CH2:11]2)=[O:9])[CH:3]=1.Cl.[NH:21]1[C:26]2[N:27]=[CH:28][CH:29]=[CH:30][C:25]=2[C:24]2([CH2:35][CH2:34][NH:33][CH2:32][CH2:31]2)[O:23][C:22]1=[O:36].CCN(C(C)C)C(C)C>CN(C=O)C>[F:19][C:15]1[CH:14]=[C:13]2[C:18](=[CH:17][CH:16]=1)[N:10]([C:8]([C:4]1[N:5]=[CH:6][N:7]=[C:2]([N:33]3[CH2:32][CH2:31][C:24]4([O:23][C:22](=[O:36])[NH:21][C:26]5[N:27]=[CH:28][CH:29]=[CH:30][C:25]4=5)[CH2:35][CH2:34]3)[CH:3]=1)=[O:9])[CH2:11][CH2:12]2 |f:1.2|. Procedure details: 0.10 g (0.36 mmol) (6-chloro-pyrimidin-4-yl)-(5-fluoro-2,3-dihydro-indol-1-yl)-methanone were added to 92 mg (0.36 mmol) spiro[piperidine-4,4′-pyrido[2,3-d][1,3]oxazin]-2′(1′H)-one-hydrochloride and 146 μL (0.84 mmol) DIPEA in 1.8 mL DMF. The reaction mixture was stirred overnight at RT. Then the reaction mixture was purified by preparative HPLC-MS. The product fractions were combined and lyophilised. The reactants are C(\C=C/C(=O)O)(=O)O (maleic acid), ClC=1C=C(C(=O)NC=2C=CC(=NC2)OC2=CC=C(C=C2)CNCC(=O)O)C=CC1Cl (({4-[5-(3,4-dichlorobenzoyl-amino)pyridin-2-yloxy]phenyl}methylamino)acetic acid), O1CCOC2=C1C=CC(=C2)CN2CCNCC2 (1-(2,3-dihydrobenzo[1,4]dioxin-6-ylmethyl)piperazine), O.ON1N=NC2=C1C=CC=C2 (1-hydroxybenzotriazole monohydrate), Cl.C(C)N=C=NCCCN(C)C (1-ethyl-3-(3-dimethylaminopropyl)carbodiimide hydrochloride). Procedure: To a solution of ({4-[5-(3,4-dichlorobenzoyl-amino)pyridin-2-yloxy]phenyl}methylamino)acetic acid (2.50 g, 5.6 mmol) in DMF (55 mL) were added 1-(2,3-dihydrobenzo[1,4]dioxin-6-ylmethyl)piperazine (1.7 g, 7.3 mmol), 1-hydroxybenzotriazole monohydrate (0.86 g, 5.6 mmol) and 1-ethyl-3-(3-dimethylaminopropyl)carbodiimide hydrochloride (1.29 g, 6.7 mmol) under ice cooling, and the resulting solution was stirred for 30 minutes under ice cooling and for 17 hours at room temperature. This reaction solut... RXN SMILES: [Cl:1][C:2]1[CH:3]=[C:4]([CH:27]=[CH:28][C:29]=1[Cl:30])[C:5]([NH:7][C:8]1[CH:9]=[CH:10][C:11]([O:14][C:15]2C=CC(CNCC(O)=O)=[CH:17][CH:16]=2)=[N:12][CH:13]=1)=[O:6].[O:31]1[C:36]2[CH:37]=[CH:38][C:39]([CH2:41][N:42]3[CH2:47][CH2:46][NH:45][CH2:44][CH2:43]3)=[CH:40][C:35]=2[O:34][CH2:33][CH2:32]1.O.ON1C2C=CC=CC=2N=N1.Cl.C(N=C=N[CH2:65][CH2:66][CH2:67][N:68]([CH3:70])[CH3:69])C.[C:71]([OH:78])(=[O:77])/[CH:72]=[CH:73]\[C:74]([OH:76])=[O:75]>CN(C=O)C>[C:71]([OH:78])(=[O:77])/[CH:72]=[CH:73]\[C:74]([OH:76])=[O:75].[Cl:1][C:2]1[CH:3]=[C:4]([CH:27]=[CH:28][C:29]=1[Cl:30])[C:5]([NH:7][C:8]1[CH:13]=[N:12][C:11]([O:14][C:15]2[CH:65]=[CH:66][C:67]([N:68]([CH2:69][C:74]([N:45]3[CH2:46][CH2:47][N:42]([CH2:41][C:39]4[CH:38]=[CH:37][C:36]5[O:31][CH2:32][CH2:33][O:34][C:35]=5[CH:40]=4)[CH2:43][CH2:44]3)=[O:75])[CH3:70])=[CH:17][CH:16]=2)=[CH:10][CH:9]=1)=[O:6] |f:2.3,4.5,8.9|. Conditions: time 17 hour. Solvent: CN(C)C=O (DMF). Product: C(\C=C/C(=O)O)(=O)O.ClC=1C=C(C(=O)NC=2C=NC(=CC2)OC2=CC=C(C=C2)N(C)CC(=O)N2CCN(CC2)CC2=CC3=C(OCCO3)C=C2)C=CC1Cl (3,4-dichloro-N-{6-[4-({2-[4-(2,3-dihydrobenzo[1,4]dioxin-6-ylmethyl)piperazin-1-yl]-2-oxoethyl}methylamino)phenoxy]pyridin-3-yl}benzamide maleate). Reactants: C, CCC(CC)(c1ccc(-c2cncc(CC(=O)OC)c2)cc1)c1ccc(C#CC2(O)CCCC2)c(C)c1, CO, [H][H], [Pd]. Product: CCC(CC)(c1ccc(-c2cncc(CC(=O)OC)c2)cc1)c1ccc(CCC2(O)CCCC2)c(C)c1. RXN SMILES: [C:42].[CH3:1][O:2][C:3]([CH2:4][c:5]1[cH:6][n:7][cH:8][c:9](-[c:11]2[cH:12][cH:13][c:14]([C:17]([CH2:18][CH3:19])([c:20]3[cH:21][c:22]([CH3:34])[c:23]([C:26]#[C:27][C:28]4([OH:33])[CH2:29][CH2:30][CH2:31][CH2:32]4)[cH:24][cH:25]3)[CH2:35][CH3:36])[cH:15][cH:16]2)[cH:10]1)=[O:37].[CH3:40][OH:41].[H:38][H:39].[Pd:43]>>[CH3:1][O:2][C:3]([CH2:4][c:5]1[cH:6][n:7][cH:8][c:9](-[c:11]2[cH:12][cH:13][c:14]([C:17]([CH2:18][CH3:19])([c:20]3[cH:21][c:22]([CH3:34])[c:23]([CH2:26][CH2:27][C:28]4([OH:33])[CH2:29][CH2:30][CH2:31][CH2:32]4)[cH:24][cH:25]3)[CH2:35][CH3:36])[cH:15][cH:16]2)[cH:10]1)=[O:37].